From a dataset of the Open Reaction Database (ORD), a public repository of structured organic reaction records. describe an organic reaction: reactants, conditions, products, and yield Starting materials: C(C1=CC=CC=C1)N1C(=CC=C1C)C(=O)OCC (ethyl 1-benzyl-5-methyl-1H-pyrrole-2-carboxylate), IN1C(CCC1=O)=O (N-iodosuccinimide). The solvent is C(C)(=O)OCC (ethyl acetate), CC(=O)C (acetone). Reaction conditions: time 8 hour. Product: C(C1=CC=CC=C1)N1C(=CC(=C1C)I)C(=O)OCC (ethyl 1-benzyl-4-iodo-5-methyl-1H-pyrrole-2-carboxylate). RXN SMILES: [CH2:1]([N:8]1[C:12]([CH3:13])=[CH:11][CH:10]=[C:9]1[C:14]([O:16][CH2:17][CH3:18])=[O:15])[C:2]1[CH:7]=[CH:6][CH:5]=[CH:4][CH:3]=1.[I:19]N1C(=O)CCC1=O>CC(C)=O.C(OCC)(=O)C>[CH2:1]([N:8]1[C:12]([CH3:13])=[C:11]([I:19])[CH:10]=[C:9]1[C:14]([O:16][CH2:17][CH3:18])=[O:15])[C:2]1[CH:3]=[CH:4][CH:5]=[CH:6][CH:7]=1. Reported procedure: To a solution of EXAMPLE 123A (564 mg) in acetone (8 mL) at 0° C. was added N-iodosuccinimide (600 mg). The mixture was stirred at room temperature overnight, and diluted with ethyl acetate and washed with water. The organic layer was concentrated and the residue was purified by flash chromatography, and eluted with 50% dichloromethane in hexane to provide the title compound. Starting materials: ClC1=C(C(=CC=C1Cl)O)O (3,4-dichloro-1,2-benzenediol), [H-].[Na+] (sodium hydride), C(C1=CC=CC=C1)Br (benzyl bromide), O (water). Run in CN(C=O)C (dimethylformamide). Run at time 10 minute. Yields the product C(C1=CC=CC=C1)OC1C(C(=C(C=C1)Cl)Cl)(O)OCC1=CC=CC=C1 (1,2-dibenzyloxy-2-hydroxy-3,4-dichlorobenzene). Reaction SMILES: [Cl:1][C:2]1[C:7]([Cl:8])=[CH:6][CH:5]=[C:4]([OH:9])[C:3]=1[OH:10].[H-].[Na+].[CH2:13](Br)[C:14]1[CH:19]=[CH:18][CH:17]=[CH:16][CH:15]=1.[OH2:21]>CN(C)C=O>[CH2:13]([O:9][CH:4]1[CH:5]=[CH:6][C:7]([Cl:8])=[C:2]([Cl:1])[C:3]1([O:21][CH2:13][C:14]1[CH:19]=[CH:18][CH:17]=[CH:16][CH:15]=1)[OH:10])[C:14]1[CH:19]=[CH:18][CH:17]=[CH:16][CH:15]=1 |f:1.2|. Reported procedure: In 250 ml of dimethylformamide is dissolved 8.95 g of the compound (II), and 4.80 g (2 equivalent) of 50% sodium hydride oily suspension and 10.25 g (1.3 equivalent) of benzyl bromide are added thereto. The mixture is stirred for 10 minutes under ice cooling, then poured into 200 ml of water, and sparingly soluble crystals are collected by filtration and recrystallized from hexane to give 2.096 g of 1,2-dibenzyloxy-2-hydroxy-3,4-dichlorobenzene, mp. 74°-75° C. Product: Clc1ccc(Nc2nc(Cl)nc(Nc3ccc4c(c3)OCO4)n2)cc1. RXN SMILES: [CH2:17]1[O:18][c:19]2[cH:20][c:21]([NH2:22])[cH:23][cH:24][c:25]2[O:26]1.[Cl:1][c:2]1[n:3][c:4]([NH:9][c:10]2[cH:11][cH:12][c:13]([Cl:16])[cH:14][cH:15]2)[n:5][c:6]([Cl:8])[n:7]1.[Cl:27][c:28]1[n:29][c:30]([NH:31][c:32]2[cH:33][cH:34][c:35]([Cl:36])[cH:37][cH:38]2)[n:39][c:40]([NH:41][c:42]2[cH:43][cH:44][cH:45][cH:46][cH:47]2)[n:48]1>>[c:2]1([NH:22][c:21]2[cH:20][c:19]3[c:25]([cH:24][cH:23]2)[O:26][CH2:17][O:18]3)[n:3][c:4]([NH:9][c:10]2[cH:11][cH:12][c:13]([Cl:16])[cH:14][cH:15]2)[n:5][c:6]([Cl:8])[n:7]1. Reactants: Nc1ccc2c(c1)OCO2, Clc1ccc(Nc2nc(Cl)nc(Cl)n2)cc1, Clc1ccc(Nc2nc(Cl)nc(Nc3ccccc3)n2)cc1. Reactants: O=[N+]([O-])c1cc(O)c(Br)cc1F, O=C([O-])[O-], ClCCl, CI, CC(C)=O, [K+], [K+]. The product is COc1cc([N+](=O)[O-])c(F)cc1Br. Reaction SMILES: [Br:1][c:2]1[c:3]([OH:12])[cH:4][c:5]([N+:9](=[O:10])[O-:11])[c:6]([F:8])[cH:7]1.[C:15](=[O:16])([O-:17])[O-:18].[CH2:25]([Cl:26])[Cl:27].[CH3:13][I:14].[CH3:21][C:22](=[O:23])[CH3:24].[K+:19].[K+:20]>>[Br:1][c:2]1[c:3]([O:12][CH3:15])[cH:4][c:5]([N+:9](=[O:10])[O-:11])[c:6]([F:8])[cH:7]1. Starting materials: CC(C)O, CC(C)(C)OC(=O)N1CCc2c(sc3ncc(C#N)c(Nc4ccc(OCc5ccccn5)c(Cl)c4)c23)C1, Cl, C1COCCO1. Product: N#Cc1cnc2sc3c(c2c1Nc1ccc(OCc2ccccn2)c(Cl)c1)CCNC3. As a reaction SMILES: [CH3:46][CH:47]([OH:48])[CH3:49].[Cl:1][c:2]1[cH:3][c:4]([NH:16][c:17]2[c:18]3[c:19]([n:20][cH:21][c:22]2[C:23]#[N:24])[s:25][c:26]2[c:31]3[CH2:30][CH2:29][N:28]([C:32]([O:33][C:34]([CH3:35])([CH3:36])[CH3:37])=[O:38])[CH2:27]2)[cH:5][cH:6][c:7]1[O:8][CH2:9][c:10]1[n:11][cH:12][cH:13][cH:14][cH:15]1.[ClH:39].[O:40]1[CH2:41][CH2:42][O:43][CH2:44][CH2:45]1>>[Cl:1][c:2]1[cH:3][c:4]([NH:16][c:17]2[c:18]3[c:19]([n:20][cH:21][c:22]2[C:23]#[N:24])[s:25][c:26]2[c:31]3[CH2:30][CH2:29][NH:28][CH2:27]2)[cH:5][cH:6][c:7]1[O:8][CH2:9][c:10]1[n:11][cH:12][cH:13][cH:14][cH:15]1. Reactants: C(C1=CC=CC=C1)OC1=CC(NC=C1)=O (4-(benzyloxy)pyridin-2(1H)-one), BrC1=CC(=C(S1)C(=O)NCC1=CC=C(C=C1)F)C (5-bromo-N-(4-fluorobenzyl)-3-methylthiophene-2-carboxamide). Product: C(C1=CC=CC=C1)OC1=CC(N(C=C1)C1=CC(=C(S1)C(=O)NCC1=CC=C(C=C1)F)C)=O (5-(4-(Benzyloxy)-2-oxopyridin-1(2H)-yl)-N-(4-fluorobenzyl)-3-methylthiophene-2-carboxamide). Yield: 28.0%. RXN SMILES: [CH2:1]([O:8][C:9]1[CH:14]=[CH:13][NH:12][C:11](=[O:15])[CH:10]=1)[C:2]1[CH:7]=[CH:6][CH:5]=[CH:4][CH:3]=1.Br[C:17]1[S:21][C:20]([C:22]([NH:24][CH2:25][C:26]2[CH:31]=[CH:30][C:29]([F:32])=[CH:28][CH:27]=2)=[O:23])=[C:19]([CH3:33])[CH:18]=1>>[CH2:1]([O:8][C:9]1[CH:14]=[CH:13][N:12]([C:17]2[S:21][C:20]([C:22]([NH:24][CH2:25][C:26]3[CH:27]=[CH:28][C:29]([F:32])=[CH:30][CH:31]=3)=[O:23])=[C:19]([CH3:33])[CH:18]=2)[C:11](=[O:15])[CH:10]=1)[C:2]1[CH:3]=[CH:4][CH:5]=[CH:6][CH:7]=1. Procedure details: Following the procedure as described in Example 3, making variations only as required to use 4-(benzyloxy)pyridin-2(1H)-one in place of 4-aminopyridin-2(1H)-one to react with 5-bromo-N-(4-fluorobenzyl)-3-methylthiophene-2-carboxamide in place of N-benzyl-2-bromo-4-methylthiazole-5-carboxamide, the title compound was obtained as a colorless solid in 28% yield: mp 175-177° C.; 1H NMR (300 MHz, CDCl3) δ 7.55 (d, J=7.8 Hz, 1H), 7.43-7.36 (m, 5H), 7.31 (dd, J=8.5, 5.6 Hz, 2H), 7.02 (dd, J=8.5, 8.5 Hz... The reactants are C1(=CC=CC=C1)C (toluene), ClC1=CC=C(C=C1)C1=CC=C(C=C1)C(CN1N=CN=C1)O (1-(2-[4"-chloro-4'-biphenylyl]-2-hydroxy-ethyl)-1,2,4-triazole), 90g, S(=O)(Cl)Cl (thionyl chloride), C([O-])(O)=O.[Na+] (sodium bicarbonate). Solvent: C(Cl)(Cl)Cl (chloroform), C(Cl)(Cl)Cl (chloroform). Product: ClC(CN1N=CN=C1)C1=CC=C(C=C1)C1=CC=C(C=C1)Cl (1-(2-chloro-2-[4"-chloro-4'-biphenylyl]ethyl)-1,2,4-triazole). Isolated yield 92.0%. As a reaction SMILES: [Cl:1][C:2]1[CH:7]=[CH:6][C:5]([C:8]2[CH:13]=[CH:12][C:11]([CH:14](O)[CH2:15][N:16]3[CH:20]=[N:19][CH:18]=[N:17]3)=[CH:10][CH:9]=2)=[CH:4][CH:3]=1.S(Cl)([Cl:24])=O.C1(C)C=CC=CC=1.C(=O)(O)[O-].[Na+]>C(Cl)(Cl)Cl>[Cl:24][CH:14]([C:11]1[CH:12]=[CH:13][C:8]([C:5]2[CH:6]=[CH:7][C:2]([Cl:1])=[CH:3][CH:4]=2)=[CH:9][CH:10]=1)[CH2:15][N:16]1[CH:20]=[N:19][CH:18]=[N:17]1 |f:3.4|. Procedure: 150 g (0.5 mole) of 1-(2-[4"-chloro-4'-biphenylyl]-2-hydroxy-ethyl)-1,2,4-triazole were dissolved in 2 liters of chloroform and heated to the boil, while stirring. 90g (0.75 mole) of thionyl chloride were slowly added dropwise thereto. The reaction mixture was heated for 12 hours under reflux and after cooling, 1.5 liters of toluene were added. The hydrochloride of 1-(2-chloro-2-[4'(4"-chlorophenyl)-phenyl]-ethyl)-1,2,4-triazole, which thereupon precipitated, was filtered off and taken up in 2 l... Reactants: Cl.C(C)OC=1C=C2C(=NC(=NC2=CC1OCC)N1CCOCC1)N1CCC(CC1)N1C(N(C2=CC=C(C=C2C1=O)C)C)=O (3-[1-(6,7-Diethoxy-2-morpholino-4-quinazolinyl)-4-piperidinyl]-1,2,3,4-tetrahydro-1,6-dimethyl-2,4-dioxoquinazoline hydrochloride), [H-].[Na+] (sodium hydride), Cl (hydrochloric acid), C1(=CC=CC=C1)S (thiophenol). The solvent is CN(C)C=O (DMF), O (water), CN(C)C=O (DMF), CN(C)C=O (DMF). Product: C(C)OC=1C=C2C(=NC(=NC2=CC1O)N1CCOCC1)N1CCC(CC1)N1C(N(C2=CC=C(C=C2C1=O)C)C)=O (3-[1-(6-Ethoxy-7-hydroxy-2-morpholino-4-quinazolinyl)-4-piperidinyl]-1,2,3,4-tetrahydro-1,6-dimethyl-2,4-dioxoquinazoline). Yield: 48.8%. As a reaction SMILES: [H-].[Na+].C1(S)C=CC=CC=1.Cl.[CH2:11]([O:13][C:14]1[CH:15]=[C:16]2[C:21](=[CH:22][C:23]=1[O:24]CC)[N:20]=[C:19]([N:27]1[CH2:32][CH2:31][O:30][CH2:29][CH2:28]1)[N:18]=[C:17]2[N:33]1[CH2:38][CH2:37][CH:36]([N:39]2[C:48](=[O:49])[C:47]3[C:42](=[CH:43][CH:44]=[C:45]([CH3:50])[CH:46]=3)[N:41]([CH3:51])[C:40]2=[O:52])[CH2:35][CH2:34]1)[CH3:12].Cl>CN(C=O)C.O>[CH2:11]([O:13][C:14]1[CH:15]=[C:16]2[C:21](=[CH:22][C:23]=1[OH:24])[N:20]=[C:19]([N:27]1[CH2:32][CH2:31][O:30][CH2:29][CH2:28]1)[N:18]=[C:17]2[N:33]1[CH2:38][CH2:37][CH:36]([N:39]2[C:48](=[O:49])[C:47]3[C:42](=[CH:43][CH:44]=[C:45]([CH3:50])[CH:46]=3)[N:41]([CH3:51])[C:40]2=[O:52])[CH2:35][CH2:34]1)[CH3:12] |f:0.1,3.4|. Reported procedure: In 10 ml of DMF was suspended 1.19 g (30.0 mmol) of 60% sodium hydride, and 3.07 ml (30.0 mmol) of thiophenol in 20 ml of DMF was dropwised under ice-cooling. After the mixture was stirred at ice-cooling for 10 minutes, 5.74 g (10.0 mmol) of Compound 10 obtained in Example 10 in DMF (50 ml) was added at ice-cooling, then the reaction mixture was stirred at 150° C. for 20 hours. After the reaction mixture was cooled to room temperature, water was added, pH of the reaction mixture was adjusted at ... Starting materials: [Si](C)(C)(C)C=[N+]=[N-] (TMSCHN2), C(C1=CC=CC=C1)OC1=C(C(=O)O)C=CC=C1 (2-benzyloxybenzoic acid), C(C(=O)Cl)(=O)Cl (oxalyl chloride), O.C1(=CC=C(C=C1)S(=O)(=O)O)C (p-toluenesulfonic acid monohydrate). The reagents and catalysts are CN(C)C=O (DMF). Reaction conditions: time 10 minute. The product is OC1=C(C=CC=C1)C=1OC2=C(N1)C=CC=C2C(=O)OC (Methyl 2-(2-Hydroxy-phenyl)-benzooxazole-7-carboxylate). Isolated yield 36.0%. RXN SMILES: [CH2:1]([O:8][C:9]1C=[CH:16][CH:15]=[CH:14][C:10]=1[C:11]([OH:13])=[O:12])[C:2]1[CH:7]=[CH:6][CH:5]=[CH:4][CH:3]=1.[C:18](Cl)(=O)C(Cl)=O.[OH2:24].C1(C)C=CC(S(O)(=O)=O)=CC=1.[Si]([CH:40]=[N+:41]=[N-])(C)(C)C>CN(C=O)C>[OH:24][C:3]1[CH:4]=[CH:5][CH:6]=[CH:7][C:2]=1[C:1]1[O:8][C:9]2[C:10]([C:11]([O:13][CH3:18])=[O:12])=[CH:14][CH:15]=[CH:16][C:40]=2[N:41]=1 |f:2.3|. Reported procedure: To a solution of 2-benzyloxybenzoic acid dry CH2Cl2 was added to 1 ml of freshly distilled oxalyl chloride. After stirring for 10 minutes, 1 drop of DMF was added to the reaction mixture. The reaction mixture was stirred for 2 hours at room temperature and the solvent was removed by evaporation. The resultant yellow oil was dried under vacuum for 3 hours. The yellow oil was then dissolved in 5 ml of dry xylenes and transferred via cannula to a solution of 3-aminosalacylic acid (g, 31.5 mmol) in ... Procedure: In a manner analogous to Campaigne, E. and Monroe, P. A. J.A.C.S., 76, 2447-2450 (1954), to a boiling solution of (tert-butoxy)-N-(3-thiophenyl)carboxamide (21.0 g, 0.1 mol) in methylene chloride (400 mL) add N-iodosuccinimide (23.7 g, 0.1 mol) in small portions. Set the heating bath to 65° C. for 20 min. Take the reaction to room temperature, evaporate the solvent and purify the crude by flash chromatography (Silica gel-Hexane/EtOAc 9:1) to obtain 30.0 g (88%) of (tert-Butoxy)-N-(2-iodo(3-thiop... The solvent is C(Cl)Cl (methylene chloride). Starting materials: C(C)(C)(C)OC(=O)NC1=CSC=C1 ((tert-butoxy)-N-(3-thiophenyl)carboxamide), IN1C(CCC1=O)=O (N-iodosuccinimide). Yield: 92.3%. Yields the product C(C)(C)(C)OC(=O)NC1=C(SC=C1)I ((tert-Butoxy)-N-(2-iodo(3-thiophenyl))carboxamide). Reaction SMILES: [C:1]([O:5][C:6]([NH:8][C:9]1[CH:13]=[CH:12][S:11][CH:10]=1)=[O:7])([CH3:4])([CH3:3])[CH3:2].[I:14]N1C(=O)CCC1=O>C(Cl)Cl>[C:1]([O:5][C:6]([NH:8][C:9]1[CH:13]=[CH:12][S:11][C:10]=1[I:14])=[O:7])([CH3:4])([CH3:2])[CH3:3].